Dataset: the Open Reaction Database (ORD), a public repository of structured organic reaction records. Task: describe an organic reaction: reactants, conditions, products, and yield Reaction SMILES: [Br:7][c:8]1[cH:9][cH:10][cH:11][c:12]([CH:14]([P:15](=[O:16])([O:17][c:18]2[cH:19][cH:20][cH:21][cH:22][cH:23]2)[O:24][c:25]2[cH:26][cH:27][cH:28][cH:29][cH:30]2)[NH:31][c:32]2[cH:33][cH:34][cH:35][cH:36][cH:37]2)[n:13]1.[C:1]([O-:2])([O-:3])=[O:4].[CH3:38][c:39]1[cH:40][c:41]([CH:56]=[O:57])[cH:42][c:43]2[cH:44][n:45]([CH2:48][O:49][CH2:50][CH2:51][Si:52]([CH3:53])([CH3:54])[CH3:55])[n:46][c:47]12.[CH:59]([OH:60])([CH3:61])[CH3:62].[ClH:58].[Cs+:5].[Cs+:6].[O:63]1[CH2:64][CH2:65][CH2:66][CH2:67]1>>[C:1](=[O:4])([c:12]1[cH:11][cH:10][cH:9][c:8]([Br:7])[n:13]1)[CH2:56][c:41]1[cH:40][c:39]([CH3:38])[c:47]2[c:43]([cH:42]1)[cH:44][n:45]([CH2:48][O:49][CH2:50][CH2:51][Si:52]([CH3:53])([CH3:54])[CH3:55])[n:46]2. Product: Cc1cc(CC(=O)c2cccc(Br)n2)cc2cn(COCC[Si](C)(C)C)nc12. Starting materials: O=P(Oc1ccccc1)(Oc1ccccc1)C(Nc1ccccc1)c1cccc(Br)n1, O=C([O-])[O-], Cc1cc(C=O)cc2cn(COCC[Si](C)(C)C)nc12, CC(C)O, Cl, [Cs+], [Cs+], C1CCOC1.